From a dataset of the Open Reaction Database (ORD), a public repository of structured organic reaction records. describe an organic reaction: reactants, conditions, products, and yield Starting materials: COC(=O)c1ccc(C)c(Br)c1, O=C([O-])[O-], Cc1ccccc1, [Cs+], [Cs+], O=C(C=Cc1ccccc1)C=Cc1ccccc1, O=C(C=Cc1ccccc1)C=Cc1ccccc1, O=C(C=Cc1ccccc1)C=Cc1ccccc1, [Pd], [Pd], Nc1nccc(-c2ccccc2)n1. The product is COC(=O)c1ccc(C)c(Nc2nccc(-c3ccccc3)n2)c1. Reaction SMILES: [Br:14][c:15]1[cH:16][c:17]([C:18](=[O:19])[O:20][CH3:21])[cH:22][cH:23][c:24]1[CH3:25].[C:26](=[O:27])([O-:28])[O-:29].[CH3:32][c:33]1[cH:34][cH:35][cH:36][cH:37][cH:38]1.[Cs+:30].[Cs+:31].[O:41]=[C:42]([CH:43]=[CH:44][c:45]1[cH:46][cH:47][cH:48][cH:49][cH:50]1)[CH:51]=[CH:52][c:53]1[cH:54][cH:55][cH:56][cH:57][cH:58]1.[O:59]=[C:60]([CH:61]=[CH:62][c:63]1[cH:64][cH:65][cH:66][cH:67][cH:68]1)[CH:69]=[CH:70][c:71]1[cH:72][cH:73][cH:74][cH:75][cH:76]1.[O:77]=[C:78]([CH:79]=[CH:80][c:81]1[cH:82][cH:83][cH:84][cH:85][cH:86]1)[CH:87]=[CH:88][c:89]1[cH:90][cH:91][cH:92][cH:93][cH:94]1.[Pd:39].[Pd:40].[c:1]1(-[c:7]2[n:8][c:9]([NH2:13])[n:10][cH:11][cH:12]2)[cH:2][cH:3][cH:4][cH:5][cH:6]1>>[c:1]1(-[c:7]2[n:8][c:9]([NH:13][c:15]3[cH:16][c:17]([C:18](=[O:19])[O:20][CH3:21])[cH:22][cH:23][c:24]3[CH3:25])[n:10][cH:11][cH:12]2)[cH:2][cH:3][cH:4][cH:5][cH:6]1. The reactants are CC(C)CBr, Cc1cc([N+](=O)[O-])ccc1N=C1NC(C(C)OC(C)(C)C)CS1. The product is Cc1cc([N+](=O)[O-])ccc1N=C1SCC(C(C)OC(C)(C)C)N1CC(C)C. Reaction SMILES: [CH2:24]([CH:25]([CH3:26])[CH3:27])[Br:28].[CH3:1][c:2]1[c:3]([N:11]=[C:12]2[S:13][CH2:14][CH:15]([CH:17]([CH3:18])[O:19][C:20]([CH3:21])([CH3:22])[CH3:23])[NH:16]2)[cH:4][cH:5][c:6]([N+:8](=[O:9])[O-:10])[cH:7]1>>[CH3:1][c:2]1[c:3]([N:11]=[C:12]2[S:13][CH2:14][CH:15]([CH:17]([CH3:18])[O:19][C:20]([CH3:21])([CH3:22])[CH3:23])[N:16]2[CH2:24][CH:25]([CH3:26])[CH3:27])[cH:4][cH:5][c:6]([N+:8](=[O:9])[O-:10])[cH:7]1. Starting materials: NC1=CC=C(C=C1)NC1=C2N=CN(C2=NC(=N1)N[C@@H]1CC[C@H](CC1)O)CC (trans-4-[6-(4-amino-phenylamino)-9-ethyl-9H-purin-2-yl-amino]-cyclohexanol), CS(=O)(=O)Cl (methanesulfonyl chloride). Solvent: ClCCl (dichloromethane). Conditions: time 48 hour. Product: C(C)N1C2=NC(=NC(=C2N=C1)NC1=CC=C(C=C1)NS(=O)(=O)C)N[C@@H]1CC[C@H](CC1)O (N-{4-[9-ethyl-2-(trans-4-hydroxy-cyclohexylamino)-9H-purin-6-yl-amino]-phenyl}-methane-sulfonamide). Reaction SMILES: [NH2:1][C:2]1[CH:7]=[CH:6][C:5]([NH:8][C:9]2[N:17]=[C:16]([NH:18][C@H:19]3[CH2:24][CH2:23][C@H:22]([OH:25])[CH2:21][CH2:20]3)[N:15]=[C:14]3[C:10]=2[N:11]=[CH:12][N:13]3[CH2:26][CH3:27])=[CH:4][CH:3]=1.[CH3:28][S:29](Cl)(=[O:31])=[O:30]>ClCCl>[CH2:26]([N:13]1[CH:12]=[N:11][C:10]2[C:14]1=[N:15][C:16]([NH:18][C@H:19]1[CH2:20][CH2:21][C@H:22]([OH:25])[CH2:23][CH2:24]1)=[N:17][C:9]=2[NH:8][C:5]1[CH:6]=[CH:7][C:2]([NH:1][S:29]([CH3:28])(=[O:31])=[O:30])=[CH:3][CH:4]=1)[CH3:27]. Procedure: trans-4-[6-(4-amino-phenylamino)-9-ethyl-9H-purin-2-yl-amino]-cyclohexanol (100 mg, 0.272 mmol) is suspended in 1 ml dichloromethane and treated with 22 μl (0.272 mmol) methanesulfonyl chloride. The reaction mixture is stirred at RT for 48 h. The crude product is recovered by filtration and purified by chromatography on silica gel (CH2Cl2/MeOH 95:5). N-{4-[9-ethyl-2-(trans-4-hydroxy-cyclohexylamino)-9H-purin-6-yl-amino]-phenyl}-methane-sulfonamide is obtained as an amorphous material, 43 mg (36%... Procedure details: To a suspension of (2,6-dichloro-benzyl)-triphenyl-phosphonium bromide (2.06 g; 4.1 mmol) (See: A. Schmidpeter, H. Noeth, G. Jochem, H.-P. Schroedel, K. Karaghiosoff; Chem. Ber., 1995, 128, 379) in THF (25 mL) was added sodium hydride (60% dispersion in mineral oil) (215 mg; 4.5 mmol), at 0° C. After stirring for 1 hour, 4-(4-benzyl-morpholin-2-yl)-benzaldehyde (1.05 g; 3.7 mmol) was added, at 0° C. Subsequently, the resulting mixture was heated under reflux for 1 hour. After cooling to RT, 5% a... The solvent is C1CCOC1 (THF). Reactants: [Br-].ClC1=C(C[P+](C2=CC=CC=C2)(C2=CC=CC=C2)C2=CC=CC=C2)C(=CC=C1)Cl ((2,6-dichloro-benzyl)-triphenyl-phosphonium bromide), C(=O)(O)[O-].[Na+] (NaHCO3), C(C1=CC=CC=C1)N1CC(OCC1)C1=CC=C(C=O)C=C1 (4-(4-benzyl-morpholin-2-yl)-benzaldehyde), [H-].[Na+] (sodium hydride). Yields the product C(C1=CC=CC=C1)N1CC(OCC1)C1=CC=C(C=C1)C=CC1=C(C=CC=C1Cl)Cl (4-benzyl-2-{4-[2-(2,6-dichloro-phenyl)-vinyl]-phenyl}-morpholine). Yield: 73.2%. Reaction SMILES: [Br-].[Cl:2][C:3]1[CH:28]=[CH:27][CH:26]=[C:25]([Cl:29])[C:4]=1[CH2:5][P+](C1C=CC=CC=1)(C1C=CC=CC=1)C1C=CC=CC=1.[H-].[Na+].[CH2:32]([N:39]1[CH2:44][CH2:43][O:42][CH:41]([C:45]2[CH:52]=[CH:51][C:48]([CH:49]=O)=[CH:47][CH:46]=2)[CH2:40]1)[C:33]1[CH:38]=[CH:37][CH:36]=[CH:35][CH:34]=1.C([O-])(O)=O.[Na+]>C1COCC1>[CH2:32]([N:39]1[CH2:44][CH2:43][O:42][CH:41]([C:45]2[CH:46]=[CH:47][C:48]([CH:49]=[CH:5][C:4]3[C:25]([Cl:29])=[CH:26][CH:27]=[CH:28][C:3]=3[Cl:2])=[CH:51][CH:52]=2)[CH2:40]1)[C:33]1[CH:34]=[CH:35][CH:36]=[CH:37][CH:38]=1 |f:0.1,2.3,5.6|. Conditions: time 1 hour. Starting materials: C[Si](C)(C)CCOCOc1ccc(Br)c(CCO)c1, CS(C)=O, CI, [K+], [OH-], O. Yields the product COCCc1cc(OCOCC[Si](C)(C)C)ccc1Br. RXN SMILES: [Br:1][c:2]1[c:3]([CH2:17][CH2:18][OH:19])[cH:4][c:5]([O:8][CH2:9][O:10][CH2:11][CH2:12][Si:13]([CH3:14])([CH3:15])[CH3:16])[cH:6][cH:7]1.[CH3:24][S:25]([CH3:26])=[O:27].[I:22][CH3:23].[K+:21].[OH-:20].[OH2:28]>>[Br:1][c:2]1[c:3]([CH2:17][CH2:18][O:19][CH3:23])[cH:4][c:5]([O:8][CH2:9][O:10][CH2:11][CH2:12][Si:13]([CH3:14])([CH3:15])[CH3:16])[cH:6][cH:7]1. Starting materials: C(C1=CC=CC=C1)(=O)OC=1C=C(C(=CC1)O)C=1C(=CC=CC1)O (4-Benzoyloxybiphenol), [N+](=O)(O)[O-] (nitric acid). The solvent is C(C)(=O)O (acetic acid). Run at temperature 85 celsius. Product: C(C1=CC=CC=C1)(=O)OC1=CC=C(C=C1)C1=CC=C(C=C1)[N+](=O)[O-] (4-benzoyloxy-4'-nitrobiphenyl). RXN SMILES: [C:1]([O:9][C:10]1[CH:11]=[C:12](C2C(O)=CC=CC=2)[C:13](O)=[CH:14][CH:15]=1)(=[O:8])[C:2]1[CH:7]=[CH:6][CH:5]=[CH:4][CH:3]=1.[N+:24]([O-:27])(O)=[O:25]>C(O)(=O)C>[C:1]([O:9][C:10]1[CH:15]=[CH:14][C:13]([C:2]2[CH:7]=[CH:6][C:5]([N+:24]([O-:27])=[O:25])=[CH:4][CH:3]=2)=[CH:12][CH:11]=1)(=[O:8])[C:2]1[CH:3]=[CH:4][CH:5]=[CH:6][CH:7]=1. Reported procedure: 4-Benzoyloxybiphenol (40 g) is mixed with 310 ml of glacial acetic acid and heated to 85° C. Fuming nitric acid (100 ml) is added slowly while maintaining the reaction medium temperature between 85°-90° C. After complete addition, the reaction is cooled to room temperature. Starting materials: O=C(C(Cl)Cl)N1CCC(Cc2ccccc2)CC1, NCC(=O)N1CCC(Cc2ccccc2)CC1, CC(C)=O, N#Cc1ccc(Cl)c([N+](=O)[O-])c1, [N-]=[N+]=[N-], [Na+], [Na+], O=C([O-])O, CN(C)C=O. Product: N#Cc1ccc(NCC(=O)N2CCC(Cc3ccccc3)CC2)c([N+](=O)[O-])c1. RXN SMILES: [CH2:18]([CH:19]1[CH2:20][CH2:21][N:22]([C:23]([CH:24]([Cl:25])[Cl:26])=[O:27])[CH2:28][CH2:29]1)[c:30]1[cH:31][cH:32][cH:33][cH:34][cH:35]1.[CH2:1]([c:2]1[cH:3][cH:4][cH:5][cH:6][cH:7]1)[CH:8]1[CH2:9][CH2:10][N:11]([C:14](=[O:15])[CH2:16][NH2:17])[CH2:12][CH2:13]1.[CH3:57][C:58](=[O:59])[CH3:60].[Cl:40][c:41]1[c:42]([N+:49](=[O:50])[O-:51])[cH:43][c:44]([C:45]#[N:46])[cH:47][cH:48]1.[N-:36]=[N+:37]=[N-:38].[Na+:39].[Na+:56].[O-:52][C:53]([OH:54])=[O:55].[O:61]=[CH:62][N:63]([CH3:64])[CH3:65]>>[CH2:1]([c:2]1[cH:3][cH:4][cH:5][cH:6][cH:7]1)[CH:8]1[CH2:9][CH2:10][N:11]([C:14](=[O:15])[CH2:16][NH:17][c:41]2[c:42]([N+:49](=[O:50])[O-:51])[cH:43][c:44]([C:45]#[N:46])[cH:47][cH:48]2)[CH2:12][CH2:13]1. Starting materials: OC1=C(C=C(C=C1)O)C(CC)=O (2',5'-dihydroxypropiophenone), C1(CCCCC1)C(=O)Cl (cyclohexanecarbonyl chloride), BrCCCCCCCl (1-bromo-6-chlorohexane), OC1CCNCC1 (4-hydroxypiperidine). Product: Cl.C1(CCCCC1)C=1OC2=C(C(C1C)=O)C=C(C=C2)OCCCCCCN2CCC(CC2)O (2-Cyclohexyl-6-[6-(4-hydroxypiperidinyl)hexoxy1-3-methyl-4H-1-benzopyran-4-one hydrochloride). As a reaction SMILES: O[C:2]1[CH:7]=[CH:6][C:5]([OH:8])=[CH:4][C:3]=1[C:9](=[O:12])[CH2:10][CH3:11].[CH:13]1([C:19]([Cl:21])=[O:20])[CH2:18][CH2:17][CH2:16][CH2:15][CH2:14]1.Br[CH2:23][CH2:24][CH2:25][CH2:26][CH2:27][CH2:28]Cl.[OH:30][CH:31]1[CH2:36][CH2:35][NH:34][CH2:33][CH2:32]1>>[ClH:21].[CH:13]1([C:19]2[O:20][C:2]3[CH:7]=[CH:6][C:5]([O:8][CH2:23][CH2:24][CH2:25][CH2:26][CH2:27][CH2:28][N:34]4[CH2:35][CH2:36][CH:31]([OH:30])[CH2:32][CH2:33]4)=[CH:4][C:3]=3[C:9](=[O:12])[C:10]=2[CH3:11])[CH2:18][CH2:17][CH2:16][CH2:15][CH2:14]1 |f:4.5|. Reported procedure: The compound was prepared by a method similar to Example 11 from 2',5'-dihydroxypropiophenone, cyclohexanecarbonyl chloride, 1-bromo-6-chlorohexane, and 4-hydroxypiperidine: mp 109°-110° C. Reactants: N1N=NC=C1 (triazole), resultant mixture, aqueous solution, [OH-].[Na+] (NaOH), [N+](=O)(O)[O-] (nitric acid), [OH-].[Na+] (NaOH), [N+](=O)(O)[O-] (nitric acid), C(CO)(=O)NN (glycolic acid hydrazide), C1(CC1)N=C=S (cyclopropyl isothiocyanate), compound, [N+](=O)(O)[O-] (nitric acid). The reagents and catalysts are N(=O)[O-].[Na+] (sodium nitrite). The solvent is O (water), CO (methanol), O (water). Reaction conditions: temperature 20 celsius, time 1 hour. The product is C1(CC1)N1C(=NN=C1)CO (4-cyclopropyl-3-hydroxymethyl-4H-1,2,4-triazole). Yield: 25.9%. RXN SMILES: [C:1]([NH:5][NH2:6])(=O)[CH2:2][OH:3].[CH:7]1([N:10]=[C:11]=S)[CH2:9][CH2:8]1.[OH-].[Na+].[N+]([O-])(O)=O.N1C=CN=N1>N([O-])=O.[Na+].O.CO>[CH:7]1([N:10]2[CH:11]=[N:6][N:5]=[C:1]2[CH2:2][OH:3])[CH2:9][CH2:8]1 |f:2.3,6.7|. Procedure details: To a methanol (50 ml) solution of glycolic acid hydrazide (5.0 g) was added cyclopropyl isothiocyanate (5.5 g) at 20° C. The mixture was stirred for one hour, to which was then added water (30 ml) at 0° C. To the resultant mixture was added dropwise a 5N aqueous solution of NaOH (11 ml), the temperature of which was raised to 20° C., followed by stirring for 3 hours. The reaction mixture was concentrated under reduced pressure to make its volume about 10 ml. The concentrate was diluted with etha...